From a dataset of the Open Reaction Database (ORD), a public repository of structured organic reaction records. describe an organic reaction: reactants, conditions, products, and yield The reactants are BrCC(=O)OCC1=CC=CC=C1 (benzyl bromoacetate), C([O-])([O-])=O.[K+].[K+] (potassium carbonate), C(CCC)N(CCS(=O)(=O)NC1=C(C=C(C=C1)C(=O)C1=C(C(=C2C=CC=CN12)OC)C)OC)CCCC (2-(dibutylamino)-N-{2-methoxy-4-[(1-methoxy-2-methylindolizin-3-yl)carbonyl]phenyl}-1-ethanesulphonamide), O (water), compound. The solvent is C(C)(=O)OCC (ethyl acetate), CN(C=O)C (dimethylformamide). Run at temperature 60 celsius. Product: C(CCC)N(CCS(=O)(=O)N(C1=C(C=C(C=C1)C(=O)C1=C(C(=C2C=CC=CN12)OC)C)OC)CC(=O)OCC1=CC=CC=C1)CCCC (Benzyl 2-{{[2-(dibutylamino)ethyl]sulphonyl}-2-methoxy-4-[(1-methoxy-2-methylindolizin-3-yl)carbonyl]anilino}acetate). RXN SMILES: C(=O)([O-])[O-].[K+].[K+].[CH2:7]([N:11]([CH2:40][CH2:41][CH2:42][CH3:43])[CH2:12][CH2:13][S:14]([NH:17][C:18]1[CH:23]=[CH:22][C:21]([C:24]([C:26]2[N:34]3[C:29]([CH:30]=[CH:31][CH:32]=[CH:33]3)=[C:28]([O:35][CH3:36])[C:27]=2[CH3:37])=[O:25])=[CH:20][C:19]=1[O:38][CH3:39])(=[O:16])=[O:15])[CH2:8][CH2:9][CH3:10].Br[CH2:45][C:46]([O:48][CH2:49][C:50]1[CH:55]=[CH:54][CH:53]=[CH:52][CH:51]=1)=[O:47].O>CN(C)C=O.C(OCC)(=O)C>[CH2:7]([N:11]([CH2:40][CH2:41][CH2:42][CH3:43])[CH2:12][CH2:13][S:14]([N:17]([CH2:45][C:46]([O:48][CH2:49][C:50]1[CH:55]=[CH:54][CH:53]=[CH:52][CH:51]=1)=[O:47])[C:18]1[CH:23]=[CH:22][C:21]([C:24]([C:26]2[N:34]3[C:29]([CH:30]=[CH:31][CH:32]=[CH:33]3)=[C:28]([O:35][CH3:36])[C:27]=2[CH3:37])=[O:25])=[CH:20][C:19]=1[O:38][CH3:39])(=[O:16])=[O:15])[CH2:8][CH2:9][CH3:10] |f:0.1.2|. Procedure: 125 mg (0.906 mmol) of potassium carbonate are added to 400 mg (0.755 mmol) of 2-(dibutylamino)-N-{2-methoxy-4-[(1-methoxy-2-methylindolizin-3-yl)carbonyl]phenyl}-1-ethanesulphonamide, a compound of Example 207, in solution in 10 ml of dimethylformamide, followed by 142 μl (0.906 mmol) of benzyl bromoacetate, and the medium is heated at 60° C. for 1 hour. The reaction medium is poured over water and ethyl acetate. Starting materials: [F-], CC(C)(C)OC(=O)c1ncn2c1C1CCCN1C(=O)c1c(I)cccc1-2, [K+], OCC1CC1. Product: O=C(OCC1CC1)c1ncn2c1C1CCCN1C(=O)c1c(I)cccc1-2. As a reaction SMILES: [F-:32].[I:1][c:2]1[cH:3][cH:4][cH:5][c:6]2[c:7]1[C:8](=[O:26])[N:9]1[CH:10]([c:11]3[n:12]-2[cH:13][n:14][c:15]3[C:16](=[O:17])[O:18][C:19]([CH3:20])([CH3:21])[CH3:22])[CH2:23][CH2:24][CH2:25]1.[K+:33].[OH:27][CH2:28][CH:29]1[CH2:30][CH2:31]1>>[I:1][c:2]1[cH:3][cH:4][cH:5][c:6]2[c:7]1[C:8](=[O:26])[N:9]1[CH:10]([c:11]3[n:12]-2[cH:13][n:14][c:15]3[C:16](=[O:17])[O:18][CH2:28][CH:29]2[CH2:30][CH2:31]2)[CH2:23][CH2:24][CH2:25]1. Procedure: A solution of 560 mg of potassium hydroxide in 1.4 ml of methanol and a solution of 700 mg of hydroxylamine hydrochloride in 3.6 ml of methanol were mixed together at 40°, whereupon the mixture was stirred for 30 minutes and 300 mg of 5,7-dihydro-2[[(4-methoxy-3-methyl-2-pyridyl) methyl]thio]-5,5,7,7-tetramethylindeno[5,6-d]imidazol-6(lH)-one were added thereto. The reaction mixture was stirred at 40° under argon for 3 days and then concentrated and treated with methylene chloride/water. The met... Conditions: time 30 minute. Starting materials: COC1=C(C(=NC=C1)CSC1=NC2=C(N1)C=C1C(C(C(C1=C2)(C)C)=O)(C)C)C (5,7-dihydro-2[[(4-methoxy-3-methyl-2-pyridyl) methyl]thio]-5,5,7,7-tetramethylindeno[5,6-d]imidazol-6(lH)-one), [OH-].[K+] (potassium hydroxide), Cl.NO (hydroxylamine hydrochloride). Product: COC1=C(C(=NC=C1)CSC1=NC2=C(N1)C=C1C(C(C(C1=C2)(C)C)=NO)(C)C)C (5,7-Dihydro-2-[[(4-methoxy-3-methyl-2-pyridyl)methyl]thio]-5,5,7,7-tetramethyl indeno[5,6-d]imidazol-6(lH)-one oxime). As a reaction SMILES: [OH-:1].[K+].Cl.[NH2:4]O.[CH3:6][O:7][C:8]1[CH:13]=[CH:12][N:11]=[C:10]([CH2:14][S:15][C:16]2[NH:20][C:19]3[CH:21]=[C:22]4[C:26](=[CH:27][C:18]=3[N:17]=2)[C:25]([CH3:29])([CH3:28])[C:24](=O)[C:23]4([CH3:32])[CH3:31])[C:9]=1[CH3:33]>CO>[CH3:6][O:7][C:8]1[CH:13]=[CH:12][N:11]=[C:10]([CH2:14][S:15][C:16]2[NH:17][C:18]3[CH:27]=[C:26]4[C:22](=[CH:21][C:19]=3[N:20]=2)[C:23]([CH3:31])([CH3:32])[C:24](=[N:4][OH:1])[C:25]4([CH3:28])[CH3:29])[C:9]=1[CH3:33] |f:0.1,2.3|. The solvent is CO (methanol), CO (methanol). Starting materials: ClC1=C(C=CC=C1)[C@@H](C)OC(NC=1C(=NOC1C1=CC=C(C=C1)Br)C)=O ([5-(4-Bromo-phenyl)-3-methyl-isoxazol-4-yl]-carbamic acid (R)-1-(2-chloro-phenyl)-ethyl ester), C([O-])(O)=O.[Na+] (sodium bicarbonate), C(C)OC(CC1=CC=C(C=C1)B1OC(C(O1)(C)C)(C)C)=O ([4-(4,4,5,5-tetramethyl-[1,3,2]dioxaborolan-2-yl)-phenyl]-acetic acid ethyl ester), dichloro-bis(triphenylphosphine)palladium(II). The solvent is COCCOC (DME), O (H2O). Product: C(C)OC(CC1=CC=C(C=C1)C1=CC=C(C=C1)C1=C(C(=NO1)C)NC(=O)O[C@H](C)C1=C(C=CC=C1)Cl)=O ((4′-{4-[(R)-1-(2-Chloro-phenyl)-ethoxycarbonylamino]-3-methyl-isoxazol-5-yl}-biphenyl-4-yl)-acetic acid ethyl ester). As a reaction SMILES: [Cl:1][C:2]1[CH:7]=[CH:6][CH:5]=[CH:4][C:3]=1[C@H:8]([O:10][C:11](=[O:26])[NH:12][C:13]1[C:14]([CH3:25])=[N:15][O:16][C:17]=1[C:18]1[CH:23]=[CH:22][C:21](Br)=[CH:20][CH:19]=1)[CH3:9].[CH2:27]([O:29][C:30](=[O:47])[CH2:31][C:32]1[CH:37]=[CH:36][C:35](B2OC(C)(C)C(C)(C)O2)=[CH:34][CH:33]=1)[CH3:28].C(=O)(O)[O-].[Na+]>COCCOC.O>[CH2:27]([O:29][C:30](=[O:47])[CH2:31][C:32]1[CH:37]=[CH:36][C:35]([C:21]2[CH:22]=[CH:23][C:18]([C:17]3[O:16][N:15]=[C:14]([CH3:25])[C:13]=3[NH:12][C:11]([O:10][C@@H:8]([C:3]3[CH:4]=[CH:5][CH:6]=[CH:7][C:2]=3[Cl:1])[CH3:9])=[O:26])=[CH:19][CH:20]=2)=[CH:34][CH:33]=1)[CH3:28] |f:2.3|. Reported procedure: [5-(4-Bromo-phenyl)-3-methyl-isoxazol-4-yl]-carbamic acid (R)-1-(2-chloro-phenyl)-ethyl ester (3.0 g, 6.9 mmol), [4-(4,4,5,5-tetramethyl-[1,3,2]dioxaborolan-2-yl)-phenyl]-acetic acid ethyl ester (2.2 g, 7.6 mmol), dichloro-bis(triphenylphosphine)palladium(II) (0.25 g, 0.35 mmol), and sodium bicarbonate (1.7 g, 20.7 mmol) were combined in DME (30 mL) and H2O (10 mL), and the reaction was stirred at 80° C. for 2 hours. After aqueous work-up, the crude material was purified by silica gel chromatogr... Reactants: BrC1=C(CCC1)N1C2=C(C=3C=C(C=CC13)C)CN(CC2)C (5-(2-Bromocyclopent-1-enyl)-2,8-dimethyl-2,3,4,5-tetrahydro-1H-pyrido[4,3-b]indole), CC1=NC=C(C=C1)B1OC(C(O1)(C)C)(C)C (2-methyl-5-(4,4,5,5-tetramethyl-1,3,2-dioxaborolan-2-yl)pyridine), C(=O)([O-])[O-].[K+].[K+] (K2CO3). The reagents and catalysts are C=1C=CC(=CC1)[P](C=2C=CC=CC2)(C=3C=CC=CC3)[Pd]([P](C=4C=CC=CC4)(C=5C=CC=CC5)C=6C=CC=CC6)([P](C=7C=CC=CC7)(C=8C=CC=CC8)C=9C=CC=CC9)[P](C=1C=CC=CC1)(C=1C=CC=CC1)C=1C=CC=CC1 (Pd(PPh3)4). The solvent is COCCOC (1,2-dimethoxyethane), O (water). Conditions: temperature 90 celsius. Yields the product CN1CC2=C(N(C=3C=CC(=CC23)C)C2=C(CCC2)C=2C=NC(=CC2)C)CC1 (2,8-dimethyl-5-(2-(6-methylpyridin-3-yl)cyclopent-1-enyl)-2,3,4,5-tetrahydro-1H-pyrido[4,3-b]indole). The yield is 25.1%. Reaction SMILES: Br[C:2]1[CH2:6][CH2:5][CH2:4][C:3]=1[N:7]1[C:15]2[CH:14]=[CH:13][C:12]([CH3:16])=[CH:11][C:10]=2[C:9]2[CH2:17][N:18]([CH3:21])[CH2:19][CH2:20][C:8]1=2.[CH3:22][C:23]1[CH:28]=[CH:27][C:26](B2OC(C)(C)C(C)(C)O2)=[CH:25][N:24]=1.C([O-])([O-])=O.[K+].[K+]>COCCOC.O.C1C=CC([P]([Pd]([P](C2C=CC=CC=2)(C2C=CC=CC=2)C2C=CC=CC=2)([P](C2C=CC=CC=2)(C2C=CC=CC=2)C2C=CC=CC=2)[P](C2C=CC=CC=2)(C2C=CC=CC=2)C2C=CC=CC=2)(C2C=CC=CC=2)C2C=CC=CC=2)=CC=1>[CH3:21][N:18]1[CH2:19][CH2:20][C:8]2[N:7]([C:3]3[CH2:4][CH2:5][CH2:6][C:2]=3[C:26]3[CH:25]=[N:24][C:23]([CH3:22])=[CH:28][CH:27]=3)[C:15]3[CH:14]=[CH:13][C:12]([CH3:16])=[CH:11][C:10]=3[C:9]=2[CH2:17]1 |f:2.3.4,^1:54,56,75,94|. Procedure details: 5-(2-Bromocyclopent-1-enyl)-2,8-dimethyl-2,3,4,5-tetrahydro-1H-pyrido[4,3-b]indole (100 mg, 0.29 mmol), 2-methyl-5-(4,4,5,5-tetramethyl-1,3,2-dioxaborolan-2-yl)pyridine (127 mg, 0.58 mmol) and K2CO3 (120 mg, 0.87 mmol) were mixed in 1,2-dimethoxyethane (4 mL) and water (2 mL). The reaction mixture was purged with nitrogen, Pd(PPh3)4 (17 mg, 0.0147 mmol) was added and the reaction mixture was heated at 90° C. for 45 min. The reaction mixture was cooled to RT and concentrated under reduced pressur... The reactants are CC(C)([O-])C.[K+] (potassium t-butoxide), ClC1=CC2=C(C=3C(CN=C2C2=CC=CC=C2)=CNC3)C=C1 (8-chloro-6-phenyl-2H,4H-pyrrolo[3,4-d][2]benzazepine), BrCC(=O)OCC (ethyl bromoacetate). Run in O (water), CN(C=O)C (dimethylformamide). Conditions: time 10 minute. Yields the product C(C)OC(CN1C=C2CN=C(C3=C(C2=C1)C=CC(=C3)Cl)C3=CC=CC=C3)=O (8-Chloro-6-phenyl-2H,4H-pyrrolo[3,4-d][2]benzazepine-2-acetic acid ethyl ester). RXN SMILES: CC(C)([O-])C.[K+].[Cl:7][C:8]1[CH:27]=[CH:26][C:11]2[C:12]3[C:13](=[CH:23][NH:24][CH:25]=3)[CH2:14][N:15]=[C:16]([C:17]3[CH:22]=[CH:21][CH:20]=[CH:19][CH:18]=3)[C:10]=2[CH:9]=1.Br[CH2:29][C:30]([O:32][CH2:33][CH3:34])=[O:31]>CN(C)C=O.O>[CH2:33]([O:32][C:30](=[O:31])[CH2:29][N:24]1[CH:25]=[C:12]2[C:13]([CH2:14][N:15]=[C:16]([C:17]3[CH:18]=[CH:19][CH:20]=[CH:21][CH:22]=3)[C:10]3[CH:9]=[C:8]([Cl:7])[CH:27]=[CH:26][C:11]=32)=[CH:23]1)[CH3:34] |f:0.1|. Reported procedure: To a solution of 1.4 g (12.4 mmole) of potassium t-butoxide in 30 ml of dry dimethylformamide was added 2.4 g (8.2 mmole) of 8-chloro-6-phenyl-2H,4H-pyrrolo[3,4-d][2]benzazepine. The mixture was cooled to 0°, and stirred for 10 min. To the mixture was added 1.3 mol (11.7 mmole) of ethyl bromoacetate. The mixture was stirred at 0° for 45 min, diluted with water, and extracted with ether. The ether solution was washed with water, dried with sodium sulfate, and concentrated at reduced pressure to g... Starting materials: CN(C)C(=S)Cl, CN(C)C=O, COC(=O)c1cc(F)ccc1O, [H-], [H][H], [Na+], O. Product: COC(=O)c1cc(F)ccc1OC(=S)N(C)C. Reaction SMILES: [CH3:17][N:18]([C:19](=[S:20])[Cl:21])[CH3:22].[CH3:23][N:24]([CH3:25])[CH:26]=[O:27].[F:1][c:2]1[cH:3][cH:4][c:5]([OH:12])[c:6]([C:7](=[O:8])[O:9][CH3:10])[cH:11]1.[H-:13].[H:15][H:16].[Na+:14].[OH2:28]>>[F:1][c:2]1[cH:3][cH:4][c:5]([O:12][C:19]([N:18]([CH3:17])[CH3:22])=[S:20])[c:6]([C:7](=[O:8])[O:9][CH3:10])[cH:11]1. Starting materials: ClC1=CC(=NC(=N1)OC)NCC(C1=CC=CC=C1)(F)F ((6-chloro-2-methoxy-pyrimidin-4-yl)-(2,2-difluoro-2-phenyl-ethyl)-amine), C(=O)(O)C(C)(C)C=1C=C(C=CC1)B(O)O (3-(1-carboxy-1-methyl-ethyl)-phenyl boronic acid), C(=O)([O-])[O-].[Cs+].[Cs+] (Cs2CO3). Reagents/catalysts: C=1C=CC(=CC1)[P](C=2C=CC=CC2)(C=3C=CC=CC3)[Pd]([P](C=4C=CC=CC4)(C=5C=CC=CC5)C=6C=CC=CC6)([P](C=7C=CC=CC7)(C=8C=CC=CC8)C=9C=CC=CC9)[P](C=1C=CC=CC1)(C=1C=CC=CC1)C=1C=CC=CC1 (tetrakis(triphenylphosphine)palladium(0)). Solvent: COCCOC (ethylene glycol dimethyl ether), O (water), O (water). Conditions: time 6 hour. Yields the product FC(CNC1=CC(=NC(=N1)OC)C=1C=C(C=CC1)C(C(=O)O)(C)C)(C1=CC=CC=C1)F (2-{3-[6-(2,2-difluoro-2-phenyl-ethylamino)-2-methoxy-pyrimidin-4-yl]-phenyl}-2-methyl-propionic acid). The yield is 105.7%. RXN SMILES: Cl[C:2]1[N:7]=[C:6]([O:8][CH3:9])[N:5]=[C:4]([NH:10][CH2:11][C:12]([F:20])([F:19])[C:13]2[CH:18]=[CH:17][CH:16]=[CH:15][CH:14]=2)[CH:3]=1.[C:21]([C:24]([C:27]1[CH:28]=[C:29](B(O)O)[CH:30]=[CH:31][CH:32]=1)([CH3:26])[CH3:25])([OH:23])=[O:22].C([O-])([O-])=O.[Cs+].[Cs+]>COCCOC.O.C1C=CC([P]([Pd]([P](C2C=CC=CC=2)(C2C=CC=CC=2)C2C=CC=CC=2)([P](C2C=CC=CC=2)(C2C=CC=CC=2)C2C=CC=CC=2)[P](C2C=CC=CC=2)(C2C=CC=CC=2)C2C=CC=CC=2)(C2C=CC=CC=2)C2C=CC=CC=2)=CC=1>[F:19][C:12]([F:20])([C:13]1[CH:18]=[CH:17][CH:16]=[CH:15][CH:14]=1)[CH2:11][NH:10][C:4]1[N:5]=[C:6]([O:8][CH3:9])[N:7]=[C:2]([C:29]2[CH:28]=[C:27]([C:24]([CH3:26])([CH3:25])[C:21]([OH:23])=[O:22])[CH:32]=[CH:31][CH:30]=2)[CH:3]=1 |f:2.3.4,^1:52,54,73,92|. Procedure: A mixture of (6-chloro-2-methoxy-pyrimidin-4-yl)-(2,2-difluoro-2-phenyl-ethyl)-amine (0.19 g, 0.62 mmol), 3-(1-carboxy-1-methyl-ethyl)-phenyl boronic acid [190 mg, 0.94 mmol, see Example 49(b), step 2], and Cs2CO3 (0.51 g, 1.6 mmol) in ethylene glycol dimethyl ether (10 mL) and water (2 mL) is degassed by bubbling with Argon gas for 5 minutes, and treated with tetrakis(triphenylphosphine)palladium(0) (36 mg, 0.03 mmol) at room temperature. After 6 h at 85° C., the mixture is diluted with water (... Procedure: A suspension of 2-amino-4-methyl-6-(3-nitrophenyl)-1,5(6H)-pyrimidinedicarboxylic acid, diethyl ester (600 mg, 1.59 mmoles, see Example 2) in dichloromethane (5 ml) and pyridine (1.0 ml) was cooled to 0° C. under argon and was treated dropwise with methanesulfonyl chloride (0.42 ml, 5.26 mmoles). A catalytic amount of 4-dimethylamionpyridine was added and the reaction was allowed to warm to room temperature. After stirring overnight, the reaction was diluted with ethyl acetate and was washed wit... Run in C(C)(=O)OCC (ethyl acetate), ClCCl (dichloromethane), N1=CC=CC=C1 (pyridine). The reactants are NC=1N(C(C(=C(N1)C)C(=O)OCC)C1=CC(=CC=C1)[N+](=O)[O-])C(=O)OCC (2-Amino-4-methyl-6-(3-nitrophenyl)-1,5(6H)-pyrimidinedicarboxylic acid, diethyl ester), CS(=O)(=O)Cl (methanesulfonyl chloride). The product is CC=1NC(N(C(C1C(=O)OCC)C1=CC(=CC=C1)[N+](=O)[O-])C(=O)OCC)=NS(=O)(=O)C (3,6-Dihydro-4-methyl-2-[(methylsulfonyl)imino]-6-(3-nitrophenyl)-1,5(2H)-pyrimidinedicarboxylic acid, diethyl ester). Reaction SMILES: [NH2:1][C:2]1[N:3]([C:23]([O:25][CH2:26][CH3:27])=[O:24])[CH:4]([C:14]2[CH:19]=[CH:18][CH:17]=[C:16]([N+:20]([O-:22])=[O:21])[CH:15]=2)[C:5]([C:9]([O:11][CH2:12][CH3:13])=[O:10])=[C:6]([CH3:8])[N:7]=1.[CH3:28][S:29](Cl)(=[O:31])=[O:30]>ClCCl.N1C=CC=CC=1.C(OCC)(=O)C>[CH3:8][C:6]1[NH:7][C:2](=[N:1][S:29]([CH3:28])(=[O:31])=[O:30])[N:3]([C:23]([O:25][CH2:26][CH3:27])=[O:24])[CH:4]([C:14]2[CH:19]=[CH:18][CH:17]=[C:16]([N+:20]([O-:22])=[O:21])[CH:15]=2)[C:5]=1[C:9]([O:11][CH2:12][CH3:13])=[O:10]. Run at temperature 0 celsius, time 8 hour.